Task: describe an organic reaction: reactants, conditions, products, and yield. Dataset: the Open Reaction Database (ORD), a public repository of structured organic reaction records The reactants are N1CCNCC1 (piperazine), [C@H]1([C@H](CCC1)O)O ((1S,2S)-cyclopentane-1,2-diol), ClC1=NC2=CC=CC=C2C(=N1)Cl (2,4-dichloroquinazoline), [H-].[Na+] (sodium hydride). Solvent: O1CCOCC1 (dioxane), C(C)(=O)OCC (ethyl acetate), O1CCOCC1 (dioxane), CN(C=O)C (dimethylformamide), C(C)(=O)OCC (ethyl acetate). The product is O[C@@H]1[C@H](CCC1)OC1=NC(=NC2=CC=CC=C12)N1CCNCC1 (4-[(1S,2S)-(2-hydroxycyclopentan-1-yl)oxy]-2-(1-piperazinyl)-quinazoline). Isolated yield 35.2%. Reaction SMILES: [C@H:1]1([OH:7])[CH2:5][CH2:4][CH2:3][C@@H:2]1[OH:6].Cl[C:9]1[N:18]=[C:17](Cl)[C:16]2[C:11](=[CH:12][CH:13]=[CH:14][CH:15]=2)[N:10]=1.[H-].[Na+].[NH:22]1[CH2:27][CH2:26][NH:25][CH2:24][CH2:23]1>CN(C)C=O.C(OCC)(=O)C.O1CCOCC1>[OH:6][C@H:2]1[CH2:3][CH2:4][CH2:5][C@@H:1]1[O:7][C:17]1[C:16]2[C:11](=[CH:12][CH:13]=[CH:14][CH:15]=2)[N:10]=[C:9]([N:22]2[CH2:27][CH2:26][NH:25][CH2:24][CH2:23]2)[N:18]=1 |f:2.3|. Procedure: To a solution of (1S,2S)-cyclopentane-1,2-diol [manufactured by Fluka Co., cf. J. Org. Chem., 53, 1823 (1988)] (1.00 g) and 2,4-dichloroquinazoline (1.85 g) in dimethylformamide (9 ml) is added gradually 60% sodium hydride (in oil) (409 mg) with stirring under ice-cooling, and the mixture is stirred at room temperature for 1 hour and 20 minutes. The reaction mixture is diluted with ethyl acetate and washed with water 5 times. The resulting ethyl acetate solution is dried over anhydrous magnesium...